describe an organic reaction: reactants, conditions, products, and yield From a dataset of the Open Reaction Database (ORD), a public repository of structured organic reaction records. Starting materials: C(C)(C)(C)OC(NCC1=C(C=C(C=C1)OCCO)OC)=O ([4-(2-hydroxy-ethoxy)-2-methoxy-benzyl]-carbamic acid tert-butyl ester), Cl (HCl). Solvent: C(C)(=O)O (acetic acid). Reaction conditions: temperature 80 celsius. The product is NCC1=C(C=C(OCCO)C=C1)OC (2-(4-aminomethyl-3-methoxy-phenoxy)-ethanol). Isolated yield 9.3%. Reaction SMILES: C(OC(=O)[NH:7][CH2:8][C:9]1[CH:14]=[CH:13][C:12]([O:15][CH2:16][CH2:17][OH:18])=[CH:11][C:10]=1[O:19][CH3:20])(C)(C)C.Cl>C(O)(=O)C>[NH2:7][CH2:8][C:9]1[CH:14]=[CH:13][C:12]([O:15][CH2:16][CH2:17][OH:18])=[CH:11][C:10]=1[O:19][CH3:20]. Reported procedure: The above [4-(2-hydroxy-ethoxy)-2-methoxy-benzyl]-carbamic acid tert-butyl ester (10.3 mg, 0.35 mmol) is treated with 37% aq. HCl (0.1 mL) and acetic acid (1 mL) for 1.5 h at rt. The solvents are removed by lyophilisation. The residue is dissolved in 2 N aq. NaOH (1 mL) and ethanol (0.25 mL) and heated to 80° C. for 1 h. The mixture is cooled to rt and extracted twice with EA. The organic extracts are combined, dried over Na2SO4, filtered and evaporated to give 2-(4-aminomethyl-3-methoxy-phenoxy...